The task is: describe an organic reaction: reactants, conditions, products, and yield. This data is from the Open Reaction Database (ORD), a public repository of structured organic reaction records. Starting materials: C1COCCN1, CCCP(=O)(O)O, Cn1ncc(C(=O)O)c1C(=O)Nc1ccn2nc(-c3ccccc3)nc2c1, CCOC(C)=O, C1CCOC1. The product is Cn1ncc(C(=O)N2CCOCC2)c1C(=O)Nc1ccn2nc(-c3ccccc3)nc2c1. Reaction SMILES: [CH2:28]1[CH2:29][O:30][CH2:31][CH2:32][NH:33]1.[CH2:34]([P:35]([OH:36])([OH:37])=[O:38])[CH2:39][CH3:40].[CH3:1][n:2]1[n:3][cH:4][c:5]([C:25](=[O:26])[OH:27])[c:6]1[C:7]([NH:8][c:9]1[cH:10][c:11]2[n:12]([cH:13][cH:14]1)[n:15][c:16](-[c:18]1[cH:19][cH:20][cH:21][cH:22][cH:23]1)[n:17]2)=[O:24].[CH3:46][CH2:47][O:48][C:49](=[O:50])[CH3:51].[O:41]1[CH2:42][CH2:43][CH2:44][CH2:45]1>>[CH3:1][n:2]1[n:3][cH:4][c:5]([C:25](=[O:26])[N:33]2[CH2:28][CH2:29][O:30][CH2:31][CH2:32]2)[c:6]1[C:7]([NH:8][c:9]1[cH:10][c:11]2[n:12]([cH:13][cH:14]1)[n:15][c:16](-[c:18]1[cH:19][cH:20][cH:21][cH:22][cH:23]1)[n:17]2)=[O:24].